The task is: describe an organic reaction: reactants, conditions, products, and yield. This data is from the Open Reaction Database (ORD), a public repository of structured organic reaction records. Reactants: C(#C)C1=CC2=C(C(=NC=3C=CNC(C23)=O)NC(C(C)(C)C)C)C=C1 (9-ethynyl-6-[(1,2,2-trimethylpropyl)amino]benzo[c]-1,6-naphthyridin-1(2H)-one), N(=[N+]=[N-])[Si](C)(C)C (azidotrimethylsilane). Reagents/catalysts: [Cu]I (CuI). The solvent is CN(C)C=O.CO (DMF MeOH), O (water). Conditions: temperature 100 celsius, time 8 hour. Product: N1N=NC(=C1)C1=CC2=C(C(=NC=3C=CNC(C23)=O)NC(C(C)(C)C)C)C=C1 (9-(1H-1,2,3-triazol-4-yl)-6-[(1,2,2-trimethylpropyl)amino]benzo[c]-1,6-naphthyridin-1(2H)-one). As a reaction SMILES: [C:1]([C:3]1[CH:24]=[CH:23][C:6]2[C:7]([NH:16][CH:17]([CH3:22])[C:18]([CH3:21])([CH3:20])[CH3:19])=[N:8][C:9]3[CH:10]=[CH:11][NH:12][C:13](=[O:15])[C:14]=3[C:5]=2[CH:4]=1)#[CH:2].[N:25]([Si](C)(C)C)=[N+:26]=[N-:27]>CN(C=O)C.CO.O.[Cu]I>[NH:25]1[CH:2]=[C:1]([C:3]2[CH:24]=[CH:23][C:6]3[C:7]([NH:16][CH:17]([CH3:22])[C:18]([CH3:20])([CH3:19])[CH3:21])=[N:8][C:9]4[CH:10]=[CH:11][NH:12][C:13](=[O:15])[C:14]=4[C:5]=3[CH:4]=2)[N:27]=[N:26]1 |f:2.3|. Procedure details: 9-ethynyl-6-[(1,2,2-trimethylpropyl)amino]benzo[c]-1,6-naphthyridin-1(2H)-one (150 mg, 0.47 mmol) was dissolved in DMF/MeOH (2.0 mL) in a sealed tube. To the solution was added CuI (5.0 mg, 0.020 mmol) and azidotrimethylsilane (270 mg, 2.4 mmol) under an argon atmosphere. The mixture was stirred at 100° C. in a sealed tube for 8 h. The resulting solution was diluted with water (5 mL) and extracted with ethyl acetate (3×5 mL). The combined organic layers were washed with brine (5 mL), dried over ... The reactants are CC(=O)c1ccc(C#C[Si](C)(C)C)cc1C, Cc1ccc(S(=O)(=O)O)cc1, [Na+], O=C([O-])O, O, OCCO, c1ccccc1. Product: Cc1cc(C#C[Si](C)(C)C)ccc1C1(C)OCCO1. Reaction SMILES: [CH3:17][c:18]1[c:19]([C:30]([CH3:31])=[O:32])[cH:20][cH:21][c:22]([C:24]#[C:25][Si:26]([CH3:27])([CH3:28])[CH3:29])[cH:23]1.[CH3:5][c:6]1[cH:7][cH:8][c:9]([S:10]([OH:11])(=[O:12])=[O:13])[cH:14][cH:15]1.[Na+:37].[O-:33][C:34]([OH:35])=[O:36].[OH2:16].[OH:1][CH2:2][CH2:3][OH:4].[cH:38]1[cH:39][cH:40][cH:41][cH:42][cH:43]1>>[O:1]1[CH2:2][CH2:3][O:4][C:30]1([c:19]1[c:18]([CH3:17])[cH:23][c:22]([C:24]#[C:25][Si:26]([CH3:27])([CH3:28])[CH3:29])[cH:21][cH:20]1)[CH3:31]. The reactants are CNC(=O)OCCc1ccc(Cl)c(CN(C(=O)OC(C)(C)C)C2CC2)c1, ClCCl, Cl. The product is CNC(=O)OCCc1ccc(Cl)c(CNC2CC2)c1. Reaction SMILES: [C:2]([O:3][C:4](=[O:5])[N:8]([CH:9]1[CH2:10][CH2:11]1)[CH2:12][c:13]1[c:14]([Cl:26])[cH:15][cH:16][c:17]([CH2:19][CH2:20][O:21][C:22]([NH:23][CH3:24])=[O:25])[cH:18]1)([CH3:6])([CH3:7])[CH3:27].[Cl:28][CH2:29][Cl:30].[ClH:1]>>[NH:8]([CH:9]1[CH2:10][CH2:11]1)[CH2:12][c:13]1[c:14]([Cl:26])[cH:15][cH:16][c:17]([CH2:19][CH2:20][O:21][C:22]([NH:23][CH3:24])=[O:25])[cH:18]1. Product: CCOC(=O)C1(c2ccc(-c3ccc(-c4onc(C)c4C(O)COCc4cccc(C(F)(F)F)c4)cc3)cc2)CC1. Reaction SMILES: [Br:1][c:2]1[cH:3][cH:4][c:5](-[c:8]2[c:9]([CH:14]([CH2:15][O:16][CH2:17][c:18]3[cH:19][c:20]([C:24]([F:25])([F:26])[F:27])[cH:21][cH:22][cH:23]3)[OH:28])[c:10]([CH3:13])[n:11][o:12]2)[cH:6][cH:7]1.[CH2:29]([CH3:30])[O:31][C:32](=[O:33])[C:34]1([c:37]2[cH:38][cH:39][c:40]([B:43]3[O:44][C:45]([CH3:46])([CH3:47])[C:48]([CH3:49])([CH3:50])[O:51]3)[cH:41][cH:42]2)[CH2:35][CH2:36]1>>[c:2]1(-[c:40]2[cH:39][cH:38][c:37]([C:34]3([C:32]([O:31][CH2:29][CH3:30])=[O:33])[CH2:35][CH2:36]3)[cH:42][cH:41]2)[cH:3][cH:4][c:5](-[c:8]2[c:9]([CH:14]([CH2:15][O:16][CH2:17][c:18]3[cH:19][c:20]([C:24]([F:25])([F:26])[F:27])[cH:21][cH:22][cH:23]3)[OH:28])[c:10]([CH3:13])[n:11][o:12]2)[cH:6][cH:7]1. Reactants: Cc1noc(-c2ccc(Br)cc2)c1C(O)COCc1cccc(C(F)(F)F)c1, CCOC(=O)C1(c2ccc(B3OC(C)(C)C(C)(C)O3)cc2)CC1. The reactants are FC1=CC=C(C=C1)NC(=O)C=1C=NC(=NC1)SCC(=O)O ([5-(4-fluorophenylcarbamoyl)pyrimidin-2-ylsulfanyl]acetic acid), C(C)(C)N(CC)C(C)C (diisopropylethylamine), [B-](F)(F)(F)F.CN(C)C(=[N+](C)C)ON1C(=O)CCC1=O (TSTU), FC=1C=C(CO)C=CC1 (3-fluorobenzyl alcohol). Reagents/catalysts: CN(C)C=1C=CN=CC1 (DMAP). Run in C(C)(=O)OCC (Ethyl acetate), C1CCOC1 (THF). Reaction conditions: time 5 minute. Product: SiO2, FC=1C=C(COC(CSC2=NC=C(C=N2)C(NC2=CC=C(C=C2)F)=O)=O)C=CC1 ([5-(4-Fluorophenylcarbamoyl)pyrimidin-2-ylsulfanyl]acetic acid 3-fluoro-benzyl ester). The yield is 27.8%. As a reaction SMILES: [F:1][C:2]1[CH:7]=[CH:6][C:5]([NH:8][C:9]([C:11]2[CH:12]=[N:13][C:14]([S:17][CH2:18][C:19]([OH:21])=[O:20])=[N:15][CH:16]=2)=[O:10])=[CH:4][CH:3]=1.C(N(C(C)C)CC)(C)C.[B-](F)(F)(F)F.CN(C(ON1C(=O)CCC1=O)=[N+](C)C)C.[F:51][C:52]1[CH:53]=[C:54]([CH:57]=[CH:58][CH:59]=1)[CH2:55]O>C1COCC1.CN(C1C=CN=CC=1)C.C(OCC)(=O)C>[F:51][C:52]1[CH:53]=[C:54]([CH:57]=[CH:58][CH:59]=1)[CH2:55][O:20][C:19](=[O:21])[CH2:18][S:17][C:14]1[N:15]=[CH:16][C:11]([C:9](=[O:10])[NH:8][C:5]2[CH:6]=[CH:7][C:2]([F:1])=[CH:3][CH:4]=2)=[CH:12][N:13]=1 |f:2.3|. Procedure details: To a solution of [5-(4-fluorophenylcarbamoyl)pyrimidin-2-ylsulfanyl]acetic acid (40 mg, 0.13 mmol) in THF (1 mL) was added diisopropylethylamine (45 μL, 0.26 mmol) and TSTU (55 mg, 0.18 mmol). After stirring for 5 min, 3-fluorobenzyl alcohol (18 μL, 0.17 mmol) and DMAP (18 mg, 0.15 mmol) were added and the solution was stirred for 18 h. Ethyl acetate was added, and the reaction was quenched with 3% HCl. The layers were separated, and the organic layer was washed successively with 5% NaHCO3, wate... Yields the product COC=1C=C(C(=O)N2CC(CC2)(C2=CC(=C(C=C2)F)F)CCN2CCC(CC2)NC2=NC3=C(N2CCCOC2=CC=C(C=C2)F)C=CC=C3)C=C(C1OC)OC (1-(3,4,5-trimethoxybenzoyl)-3-(2-(4-(1-(3-(4-fluorophenoxy)propyl)-1H-benzimidazol-2-yl-amino)piperidin-1-yl)ethyl)-3-(3,4-difluorophenyl)pyrrolidine). Conditions: temperature 35 celsius, time 18 hour. Reported procedure: Combine 1-(3,4,5-trimethoxybenzoyl)-3-(2-(4-(1H-benzimidazol-2-yl-amino)piperidin-1-yl)ethyl)-3-(3,4-difluorophenyl)pyrrolidine (0.48 g, 0.78 mmol), 1-chloro-3-(4-fluorophenoxy)propane (0.15 g, 0.78 mmol), triethylbenzyl ammonium chloride (0.01 g), sodium hydroxide (2.0 g), water (2 mL), and dichloromethane (4 mL). Heat to about 35° C. After 18 hours, add ethyl acetate (100 mL) and separate the layers. Extract the organic layer with aqueous saturated sodium bicarbonate and brine. Dry the organic... RXN SMILES: [CH3:1][O:2][C:3]1[CH:4]=[C:5]([CH:39]=[C:40]([O:44][CH3:45])[C:41]=1[O:42][CH3:43])[C:6]([N:8]1[CH2:12][CH2:11][C:10]([CH2:21][CH2:22][N:23]2[CH2:28][CH2:27][CH:26]([NH:29][C:30]3[NH:34][C:33]4[CH:35]=[CH:36][CH:37]=[CH:38][C:32]=4[N:31]=3)[CH2:25][CH2:24]2)([C:13]2[CH:18]=[CH:17][C:16]([F:19])=[C:15]([F:20])[CH:14]=2)[CH2:9]1)=[O:7].Cl[CH2:47][CH2:48][CH2:49][O:50][C:51]1[CH:56]=[CH:55][C:54]([F:57])=[CH:53][CH:52]=1.[OH-].[Na+].O>[Cl-].C([N+](CC)(CC)CC1C=CC=CC=1)C.C(OCC)(=O)C.CO.C(OCC)(=O)C.ClCCl>[CH3:45][O:44][C:40]1[CH:39]=[C:5]([CH:4]=[C:3]([O:2][CH3:1])[C:41]=1[O:42][CH3:43])[C:6]([N:8]1[CH2:12][CH2:11][C:10]([CH2:21][CH2:22][N:23]2[CH2:28][CH2:27][CH:26]([NH:29][C:30]3[N:31]([CH2:47][CH2:48][CH2:49][O:50][C:51]4[CH:52]=[CH:53][C:54]([F:57])=[CH:55][CH:56]=4)[C:32]4[CH:38]=[CH:37][CH:36]=[CH:35][C:33]=4[N:34]=3)[CH2:25][CH2:24]2)([C:13]2[CH:18]=[CH:17][C:16]([F:19])=[C:15]([F:20])[CH:14]=2)[CH2:9]1)=[O:7] |f:2.3,5.6,7.8|. Solvent: C(C)(=O)OCC.CO (ethyl acetate methanol), ClCCl (dichloromethane), C(C)(=O)OCC (ethyl acetate). Reagents/catalysts: [Cl-].C(C)[N+](CC1=CC=CC=C1)(CC)CC (triethylbenzyl ammonium chloride). The reactants are COC=1C=C(C(=O)N2CC(CC2)(C2=CC(=C(C=C2)F)F)CCN2CCC(CC2)NC2=NC3=C(N2)C=CC=C3)C=C(C1OC)OC (1-(3,4,5-trimethoxybenzoyl)-3-(2-(4-(1H-benzimidazol-2-yl-amino)piperidin-1-yl)ethyl)-3-(3,4-difluorophenyl)pyrrolidine), O (water), ClCCCOC1=CC=C(C=C1)F (1-chloro-3-(4-fluorophenoxy)propane), [OH-].[Na+] (sodium hydroxide).